From a dataset of the Open Reaction Database (ORD), a public repository of structured organic reaction records. describe an organic reaction: reactants, conditions, products, and yield The reactants are O=C([O-])[O-], CCc1sc(-c2ccc(C(F)(F)F)cc2)nc1CCOS(=O)(=O)c1ccc(C)cc1, COC(=O)Cc1cccc(O)c1, CC#N, [Cs+], [Cs+]. Product: CCc1sc(-c2ccc(C(F)(F)F)cc2)nc1CCOc1cccc(CC(=O)OC)c1. Reaction SMILES: [C:43](=[O:44])([O-:45])[O-:46].[CH2:13]([CH3:14])[c:15]1[c:16]([CH2:30][CH2:31][O:32][S:33]([c:34]2[cH:35][cH:36][c:37]([CH3:38])[cH:39][cH:40]2)(=[O:41])=[O:42])[n:17][c:18](-[c:20]2[cH:21][cH:22][c:23]([C:26]([F:27])([F:28])[F:29])[cH:24][cH:25]2)[s:19]1.[CH3:1][O:2][C:3]([CH2:4][c:5]1[cH:6][c:7]([OH:11])[cH:8][cH:9][cH:10]1)=[O:12].[CH3:49][C:50]#[N:51].[Cs+:47].[Cs+:48]>>[CH3:1][O:2][C:3]([CH2:4][c:5]1[cH:6][c:7]([O:11][CH2:31][CH2:30][c:16]2[c:15]([CH2:13][CH3:14])[s:19][c:18](-[c:20]3[cH:21][cH:22][c:23]([C:26]([F:27])([F:28])[F:29])[cH:24][cH:25]3)[n:17]2)[cH:8][cH:9][cH:10]1)=[O:12]. Starting materials: ClC(Cl)(OC(OC(Cl)(Cl)Cl)=O)Cl (triphosgene), C(O)([O-])=O.[Na+] (sodium hydrogencarbonate), COC=1C=C2C(=CC=NC2=CC1OC)OC1=CC(=C(N)C=C1)F (4-[(6,7-Dimethoxy-4-quinolyl)oxy]-2-fluoroaniline), C(C#C)N (propargylamine). Solvent: C(C)N(CC)CC (triethylamine), ClCCl (dichloromethane), C(Cl)(Cl)Cl (chloroform). The product is COC=1C=C2C(=CC=NC2=CC1OC)OC1=CC(=C(C=C1)NC(=O)NCC#C)F (N-{4-[(6,7-Dimethoxy-4-quinolyl)oxy]-2-fluorophenyl}-N′-(2-propynyl)urea). The yield is 86.9%. RXN SMILES: [CH3:1][O:2][C:3]1[CH:4]=[C:5]2[C:10](=[CH:11][C:12]=1[O:13][CH3:14])[N:9]=[CH:8][CH:7]=[C:6]2[O:15][C:16]1[CH:22]=[CH:21][C:19]([NH2:20])=[C:18]([F:23])[CH:17]=1.ClC(Cl)(O[C:28](=[O:34])OC(Cl)(Cl)Cl)Cl.[CH2:36]([NH2:39])[C:37]#[CH:38].C(=O)([O-])O.[Na+]>C(Cl)(Cl)Cl.C(N(CC)CC)C.ClCCl>[CH3:1][O:2][C:3]1[CH:4]=[C:5]2[C:10](=[CH:11][C:12]=1[O:13][CH3:14])[N:9]=[CH:8][CH:7]=[C:6]2[O:15][C:16]1[CH:22]=[CH:21][C:19]([NH:20][C:28]([NH:39][CH2:36][C:37]#[CH:38])=[O:34])=[C:18]([F:23])[CH:17]=1 |f:3.4|. Procedure: 4-[(6,7-Dimethoxy-4-quinolyl)oxy]-2-fluoroaniline (150 mg) was dissolved in chloroform (10 ml) and triethylamine (2 ml), and a solution of triphosgene (156 mg) in dichloromethane was added to the solution. The mixture was heated under reflux for 10 min. Next, propargylamine (53 mg) was added, and the mixture was heated under reflux for additional 30 min. A saturated aqueous sodium hydrogencarbonate solution was added to the reaction solution, and the mixture was extracted with chloroform. The ch... Starting materials: C1COCCN1, CC#N, O=C(CCl)Nc1n[nH]c2cc(Cl)ccc12. The product is O=C(CN1CCOCC1)Nc1n[nH]c2cc(Cl)ccc12. RXN SMILES: [CH2:16]1[CH2:17][O:18][CH2:19][CH2:20][NH:21]1.[CH3:22][C:23]#[N:24].[Cl:1][CH2:2][C:3](=[O:4])[NH:5][c:6]1[n:7][nH:8][c:9]2[cH:10][c:11]([Cl:15])[cH:12][cH:13][c:14]12>>[CH2:2]([C:3](=[O:4])[NH:5][c:6]1[n:7][nH:8][c:9]2[cH:10][c:11]([Cl:15])[cH:12][cH:13][c:14]12)[N:21]1[CH2:16][CH2:17][O:18][CH2:19][CH2:20]1. The reactants are ClC1=CC2=C(SC=C2CN2C(N(CC2)C=2SC(=C(N2)C)C(=O)O)=O)C=C1 (2-(3-((5-chlorobenzo[b]thiophen-3-yl)methyl)-2-oxoimidazolidin-1-yl)-4-methylthiazole-5-carboxylic acid), N1C=C(C2=CC=CC=C12)CCN1C(N(CC1)C=1SC(=C(N1)C)C(=O)O)=O (2-(3-(2-(1H-indol-3-yl)ethyl)-2-oxoimidazolidin-1-yl)-4-methylthiazole-5-carboxylic acid), N1=CC(=CC=C1)CN (pyridin-3-ylmethanamine). Yields the product N1C=C(C2=CC=CC=C12)CCN1C(N(CC1)C=1S(C(=CN1)C(=O)NCC=1C=NC=CC1)C)=O (2-(3-(2-(1H-indol-3-yl)ethyl)-2-oxoimidazolidin-1-yl)-1-methyl-N-(pyridin-3-ylmethyl)thiazole-5-carboxamide). The yield is 36.0%. RXN SMILES: Cl[C:2]1C=CC2SC=C(CN3CCN(C4SC(C(O)=O)=C(C)N=4)C3=O)C=2C=1.[NH:27]1[C:35]2[C:30](=[CH:31][CH:32]=[CH:33][CH:34]=2)[C:29]([CH2:36][CH2:37][N:38]2[CH2:42][CH2:41][N:40]([C:43]3[S:44][C:45]([C:49](O)=[O:50])=[C:46](C)[N:47]=3)[C:39]2=[O:52])=[CH:28]1.[N:53]1[CH:58]=[CH:57][CH:56]=[C:55]([CH2:59][NH2:60])[CH:54]=1>>[NH:27]1[C:35]2[C:30](=[CH:31][CH:32]=[CH:33][CH:34]=2)[C:29]([CH2:36][CH2:37][N:38]2[CH2:42][CH2:41][N:40]([C:43]3[SH:44]([CH3:2])[C:45]([C:49]([NH:60][CH2:59][C:55]4[CH:54]=[N:53][CH:58]=[CH:57][CH:56]=4)=[O:50])=[CH:46][N:47]=3)[C:39]2=[O:52])=[CH:28]1. Procedure details: Following the procedure as described in Example 32, making variations as required to replace 2-(3-((5-chlorobenzo[b]thiophen-3-yl)methyl)-2-oxoimidazolidin-1-yl)-4-methylthiazole-5-carboxylic acid with 2-(3-(2-(1H-indol-3-yl)ethyl)-2-oxoimidazolidin-1-yl)-4-methylthiazole-5-carboxylic acid to react with pyridin-3-ylmethanamine, the title compound was obtained as a colorless solid in 36% yield: mp 198-201° C. (dichloromethane/hexanes): 1H NMR (300 MHz, CDCl3) δ 8.60-8.52 (m, 2H), 8.27 (s, 1H), 7.... Reactants: ClCCCl, O=Cc1ccc([N+](=O)[O-])cc1, NC(CO)CO, O. Yields the product CN(Cc1ccc([N+](=O)[O-])cc1)C(CO)CO. RXN SMILES: [Cl:19][CH2:20][CH2:21][Cl:22].[N+:1](=[O:2])([O-:3])[c:4]1[cH:5][cH:6][c:7]([CH:8]=[O:9])[cH:10][cH:11]1.[NH2:12][CH:13]([CH2:14][OH:15])[CH2:16][OH:17].[OH2:18]>>[N+:1](=[O:2])([O-:3])[c:4]1[cH:5][cH:6][c:7]([CH2:8][N:12]([CH:13]([CH2:14][OH:15])[CH2:16][OH:17])[CH3:20])[cH:10][cH:11]1. Starting materials: CC(C)([O-])C.[K+] (potassium tertiary butoxide), C(C)C(C(=O)[O-])(C(=O)[O-])CC (diethylmalonate), ClC=1N=CC=2CN=C(C3=C(C2N1)C=CC(=C3)Cl)C3=C(C=CC=C3)F (2,9-dichloro-7-(2-fluorophenyl)-5H-pyrimido[5,4-d][2]benzazepine), Cl (hydrochloric acid). Conditions: time 15 minute. Yields the product C(C)OC(CC=1N=CC=2CN=C(C3=C(C2N1)C=CC(=C3)Cl)C3=C(C=CC=C3)F)=O (9-Chloro-7-(2-fluorophenyl)-5H-pyrimido[5,4-d][2]benzazepine-2-acetic acid ethyl ester). Reaction SMILES: [CH3:1][C:2](C)([O-])C.[K+].Cl[C:8]1[N:9]=[CH:10][C:11]2[CH2:12][N:13]=[C:14]([C:24]3[CH:29]=[CH:28][CH:27]=[CH:26][C:25]=3[F:30])[C:15]3[CH:22]=[C:21]([Cl:23])[CH:20]=[CH:19][C:16]=3[C:17]=2[N:18]=1.Cl.C([C:34](CC)([C:38]([O-:40])=[O:39])C([O-])=O)C>>[CH2:1]([O:40][C:38](=[O:39])[CH2:34][C:8]1[N:9]=[CH:10][C:11]2[CH2:12][N:13]=[C:14]([C:24]3[CH:29]=[CH:28][CH:27]=[CH:26][C:25]=3[F:30])[C:15]3[CH:22]=[C:21]([Cl:23])[CH:20]=[CH:19][C:16]=3[C:17]=2[N:18]=1)[CH3:2] |f:0.1|. Procedure details: To 20 ml of diethylmalonate was added 1.9 g (16.8 mmol) of potassium tertiary butoxide with stirring under nitrogen, and after 15 min, 2.0 g (5.59 mmol) of 2,9-dichloro-7-(2-fluorophenyl)-5H-pyrimido[5,4-d][2]benzazepine was added. The reaction was kept at 110° C. for 2 hr and 140° C. for 4 hr. Ice was added to the reaction mixture which was then acidified with concentrated hydrochloric acid, and extracted with 100 ml of ether. The ether layer was extracted with 25 ml of 3N hydrochloric acid, an... Starting materials: C1COCCO1, CCO, CO, CCOC(C)=O, COC(=O)CC1CN(S(=O)(=O)c2ccc3cc(Cl)ccc3c2)CC(=O)N1NC1CCN(c2ccnc(C)c2)CC1, Cl, [Na+], [OH-]. Product: Cc1cc(N2CCC(NN3C(=O)CN(S(=O)(=O)c4ccc5cc(Cl)ccc5c4)CC3CC(=O)O)CC2)ccn1. RXN SMILES: [CH2:49]1[O:50][CH2:51][CH2:52][O:53][CH2:54]1.[CH3:44][CH2:45][OH:46].[CH3:47][OH:48].[CH3:55][CH2:56][O:57][C:58](=[O:59])[CH3:60].[Cl:1][c:2]1[cH:3][c:4]2[cH:5][cH:6][c:7]([S:12](=[O:13])(=[O:14])[N:15]3[CH2:16][CH:17]([CH2:36][C:37](=[O:38])[O:39][CH3:40])[N:18]([NH:22][CH:23]4[CH2:24][CH2:25][N:26]([c:29]5[cH:30][c:31]([CH3:35])[n:32][cH:33][cH:34]5)[CH2:27][CH2:28]4)[C:19](=[O:21])[CH2:20]3)[cH:8][c:9]2[cH:10][cH:11]1.[ClH:43].[Na+:42].[OH-:41]>>[Cl:1][c:2]1[cH:3][c:4]2[cH:5][cH:6][c:7]([S:12](=[O:13])(=[O:14])[N:15]3[CH2:16][CH:17]([CH2:36][C:37](=[O:38])[OH:39])[N:18]([NH:22][CH:23]4[CH2:24][CH2:25][N:26]([c:29]5[cH:30][c:31]([CH3:35])[n:32][cH:33][cH:34]5)[CH2:27][CH2:28]4)[C:19](=[O:21])[CH2:20]3)[cH:8][c:9]2[cH:10][cH:11]1.